From a dataset of the Open Reaction Database (ORD), a public repository of structured organic reaction records. describe an organic reaction: reactants, conditions, products, and yield Starting materials: COC1=CC=C(C=C1)P1(SP(S1)(C1=CC=C(C=C1)OC)=S)=S (2,4-bis(4-Methoxyphenyl)-1,3-dithia-2,4-diphosphetane-2,4-disulphide), ClC=1C(=C2N=C(C(=NC2=CC1C)OC)OC)NC(COC)=O (6-chloro-2,3-dimethoxy-5-methoxyacetamido-7-methylquinoxaline). Run in O1CCCC1 (tetrahydrofuran). Run at time 18 hour. Product: ClC=1C(=C2N=C(C(=NC2=CC1C)OC)OC)NC(COC)=S (6-chloro-2,3-dimethoxy-5-methoxythioacetamido-7-methylquinoxaline). Isolated yield 145.0%. As a reaction SMILES: COC1C=CC(P2(=S)SP(=S)(C3C=CC(OC)=CC=3)[S:10]2)=CC=1.[Cl:23][C:24]1[C:25]([NH:39][C:40](=O)[CH2:41][O:42][CH3:43])=[C:26]2[C:31](=[CH:32][C:33]=1[CH3:34])[N:30]=[C:29]([O:35][CH3:36])[C:28]([O:37][CH3:38])=[N:27]2>O1CCCC1>[Cl:23][C:24]1[C:25]([NH:39][C:40](=[S:10])[CH2:41][O:42][CH3:43])=[C:26]2[C:31](=[CH:32][C:33]=1[CH3:34])[N:30]=[C:29]([O:35][CH3:36])[C:28]([O:37][CH3:38])=[N:27]2. Procedure details: 2,4-bis(4-Methoxyphenyl)-1,3-dithia-2,4-diphosphetane-2,4-disulphide (Lawesson's reagent) (4.47 g, 11.06 mmol) was added to 6-chloro-2,3-dimethoxy-5-methoxyacetamido-7-methylquinoxaline (6 g, 18.43 mmol) in tetrahydrofuran (120 mL) and the mixture stirred for 18 hours, then evaporated under reduced pressure. The residue was purified by flash chromatography on silica gel, by gradient elution using hexane:dichloromethane (1:1 changing to 1:4 changing to 0:1, by volume) to give 6-chloro-2,3-dimetho...